From a dataset of the Open Reaction Database (ORD), a public repository of structured organic reaction records. describe an organic reaction: reactants, conditions, products, and yield Starting materials: O=C([O-])[O-], COS(=O)(=O)OC, CC(C)=O, [K+], [K+], O=C(O)c1oc2cc3ccccc3cc2c1O. Yields the product COc1c(C(=O)O)oc2cc3ccccc3cc12. As a reaction SMILES: [C:18](=[O:19])([O-:20])[O-:21].[CH3:24][O:25][S:26]([O:27][CH3:28])(=[O:29])=[O:30].[CH3:31][C:32](=[O:33])[CH3:34].[K+:22].[K+:23].[OH:1][c:2]1[c:3]2[c:4]([o:5][c:6]1[C:7](=[O:8])[OH:9])[cH:10][c:11]1[cH:12][cH:13][cH:14][cH:15][c:16]1[cH:17]2>>[O:1]([c:2]1[c:3]2[c:4]([o:5][c:6]1[C:7](=[O:8])[OH:9])[cH:10][c:11]1[cH:12][cH:13][cH:14][cH:15][c:16]1[cH:17]2)[CH3:18]. Starting materials: C(CC)(=O)C1=CC=C(C(=O)OC(C)(C)C)C=C1 (t-butyl 4-propionylbenzoate), C(CC)(=O)C1=CC=C(C(=O)OC(C)(C)C)C=C1 (t-butyl 4-propionylbenzoate), [Cl-].[NH4+] (ammonium chloride), CC(C)([O-])C.[K+] (potassium t-butoxide), C(C)OP(=O)(OCC)CC(=O)OCC (ethyl diethylphosphonoacetate). Solvent: O1CCCC1 (tetrahydrofuran), O1CCCC1 (tetrahydrofuran). Run at time 30 minute. Yields the product C(C)/C(=C\C(=O)OCC)/C1=CC=C(C(=O)OC(C)(C)C)C=C1 (t-butyl 4-(1-ethyl-2-ethoxycarbonyl-E-ethenyl)benzoate). RXN SMILES: [C:1]([C:5]1[CH:17]=[CH:16][C:8]([C:9]([O:11][C:12]([CH3:15])([CH3:14])[CH3:13])=[O:10])=[CH:7][CH:6]=1)(=O)[CH2:2][CH3:3].CC(C)([O-])C.[K+].C(OP([CH2:32][C:33]([O:35][CH2:36][CH3:37])=[O:34])(OCC)=O)C.[Cl-].[NH4+]>O1CCCC1>[CH2:2](/[C:1](/[C:5]1[CH:17]=[CH:16][C:8]([C:9]([O:11][C:12]([CH3:15])([CH3:14])[CH3:13])=[O:10])=[CH:7][CH:6]=1)=[CH:32]\[C:33]([O:35][CH2:36][CH3:37])=[O:34])[CH3:3] |f:1.2,4.5|. Procedure details: The ketone thus prepared was subjected to the Horner-Emmons reaction. That is, potassium t-butoxide (19 g) was added to a solution of ethyl diethylphosphonoacetate (36 ml) in tetrahydrofuran (400 ml). The obtained mixture was stirred at room temperature for 30 minutes, followed by the addition of a solution of the above ketone (21.1 g) in tetrahydrofuran (40 ml). The obtained mixture was stirred at 55° to 65° C. for 1.5 hours to complete a reaction. The reaction mixture was poured into a saturat... Starting materials: C(C=C)OC=1C=C(C(=O)OCC=C)C(=CC1OCC=C)N (allyl 3,4-diallyloxy-6-aminobenzoate), [OH-].[K+] (potassium hyroxide). The solvent is C(C)O (ethanol), O (water). Yields the product C(C=C)OC=1C=C(C(=O)O)C(=CC1OCC=C)N (3,4-diallyloxy-6-aminobenzoic acid). Reaction SMILES: [CH2:1]([O:4][C:5]1[CH:6]=[C:7]([C:14]([NH2:21])=[CH:15][C:16]=1[O:17][CH2:18][CH:19]=[CH2:20])[C:8]([O:10]CC=C)=[O:9])[CH:2]=[CH2:3].[OH-].[K+]>C(O)C.O>[CH2:1]([O:4][C:5]1[CH:6]=[C:7]([C:14]([NH2:21])=[CH:15][C:16]=1[O:17][CH2:18][CH:19]=[CH2:20])[C:8]([OH:10])=[O:9])[CH:2]=[CH2:3] |f:1.2|. Procedure details: To a suspension of allyl 3,4-diallyloxy-6-aminobenzoate * (16 mmol) in ethanol (50 ml) was added a solution of potassium hyroxide (48 mmol) in water (2ml). The mixture was heated at reflux for 40 minutes. The solution was partially evaporated at reduced pressure, acidified with acetic acid and extracted with ethylaceate. The organic layer was washed with water, a saturated solution of sodium chloride, dried (MgSO4) and decolourised with charcoal. Evaporation of the solvent gave 3,4-diallyloxy-6-... Starting materials: NC1=NC=NN2C1=C(N=C2[C@@H]2CC[C@H](CC2)CNCCN(C)C)C2=CC=C(C=C2)OC2=CC=CC=C2 (trans-N-{4-[4-Amino-5-(4-phenoxy-phenyl)-imidazo[5,1-f][1,2,4]triazin-7-yl]-cyclohexylmethyl}-N′,N′-dimethyl-ethane-1,2-diamine), NCCO (2-amino-ethanol). Product: NC1=NC=NN2C1=C(N=C2[C@@H]2CC[C@H](CC2)CNCCO)C2=CC=C(C=C2)OC2=CC=CC=C2 (trans-2-({4-[4-Amino-5-(4-phenoxy-phenyl)-imidazo[5,1-f][1,2,4]triazin-7-yl]-cyclohexylmethyl}-amino)-ethanol). RXN SMILES: [NH2:1][C:2]1[C:7]2=[C:8]([C:24]3[CH:29]=[CH:28][C:27]([O:30][C:31]4[CH:36]=[CH:35][CH:34]=[CH:33][CH:32]=4)=[CH:26][CH:25]=3)[N:9]=[C:10]([C@H:11]3[CH2:16][CH2:15][C@H:14]([CH2:17][NH:18][CH2:19][CH2:20]N(C)C)[CH2:13][CH2:12]3)[N:6]2[N:5]=[CH:4][N:3]=1.NCC[OH:40]>>[NH2:1][C:2]1[C:7]2=[C:8]([C:24]3[CH:25]=[CH:26][C:27]([O:30][C:31]4[CH:32]=[CH:33][CH:34]=[CH:35][CH:36]=4)=[CH:28][CH:29]=3)[N:9]=[C:10]([C@H:11]3[CH2:12][CH2:13][C@H:14]([CH2:17][NH:18][CH2:19][CH2:20][OH:40])[CH2:15][CH2:16]3)[N:6]2[N:5]=[CH:4][N:3]=1. Reported procedure: Prepared according to the procedure analogous to that described above for trans-N-{4-[4-Amino-5-(4-phenoxy-phenyl)-imidazo[5,1-f][1,2,4]triazin-7-yl]-cyclohexylmethyl}-N′,N′-dimethyl-ethane-1,2-diamine, except using 2-amino-ethanol.